Dataset: the Open Reaction Database (ORD), a public repository of structured organic reaction records. Task: describe an organic reaction: reactants, conditions, products, and yield Reactants: C(C)(C)(C)OC(=O)N1CCC(CC1)OC1=CC=C(NCC2=CC=C3C=CC(=CC3=C2)C#N)C=C1 (7-[[4-[(1-t-butoxycarbonyl-4-piperidyl)oxy]anilino]methyl]-2-naphthalenecarbonitrile), C1(=CC=CC=C1)S(=O)(=O)Cl (benzenesulfonyl chloride). The product is C(C)(C)(C)OC(=O)N1CCC(CC1)OC1=CC=C(C=C1)N(S(=O)(=O)C1=CC=CC=C1)CC1=CC2=CC(=CC=C2C=C1)C#N (N-[4-[(1-t-Butoxycarbonyl-4-piperidyl)oxy]phenyl]-N-[(7-cyano-2-naphthyl)methyl]benzenesulfonamide). RXN SMILES: [C:1]([O:5][C:6]([N:8]1[CH2:13][CH2:12][CH:11]([O:14][C:15]2[CH:34]=[CH:33][C:18]([NH:19][CH2:20][C:21]3[CH:30]=[C:29]4[C:24]([CH:25]=[CH:26][C:27]([C:31]#[N:32])=[CH:28]4)=[CH:23][CH:22]=3)=[CH:17][CH:16]=2)[CH2:10][CH2:9]1)=[O:7])([CH3:4])([CH3:3])[CH3:2].[C:35]1([S:41](Cl)(=[O:43])=[O:42])[CH:40]=[CH:39][CH:38]=[CH:37][CH:36]=1>>[C:1]([O:5][C:6]([N:8]1[CH2:13][CH2:12][CH:11]([O:14][C:15]2[CH:16]=[CH:17][C:18]([N:19]([CH2:20][C:21]3[CH:22]=[CH:23][C:24]4[C:29](=[CH:28][C:27]([C:31]#[N:32])=[CH:26][CH:25]=4)[CH:30]=3)[S:41]([C:35]3[CH:40]=[CH:39][CH:38]=[CH:37][CH:36]=3)(=[O:43])=[O:42])=[CH:33][CH:34]=2)[CH2:10][CH2:9]1)=[O:7])([CH3:4])([CH3:2])[CH3:3]. Reported procedure: Starting compound: 7-[[4-[(1-t-butoxycarbonyl-4-piperidyl)oxy]anilino]methyl]-2-naphthalenecarbonitrile, benzenesulfonyl chloride. The reactants are C, CCN=C=NCCCN(C)C, CN1CCOCC1, CCO, Cl, Cc1cc(C(=O)O)ncc1C(c1cc(F)ccc1F)S(=O)(=O)c1ccc(F)cc1, [H][H], [Pd], OC1CN(C(c2ccccc2)c2ccccc2)C1. Yields the product Cc1cc(C(=O)N2CC(O)C2)ncc1C(c1cc(F)ccc1F)S(=O)(=O)c1ccc(F)cc1. Reaction SMILES: [C:72].[CH2:51]([N:52]=[C:53]=[N:54][CH2:55][CH2:56][CH2:57][N:58]([CH3:59])[CH3:60])[CH3:61].[CH3:62][N:63]1[CH2:64][CH2:65][O:66][CH2:67][CH2:68]1.[CH3:69][CH2:70][OH:71].[ClH:50].[F:21][c:22]1[c:23]([CH:29]([c:30]2[c:31]([CH3:39])[cH:32][c:33]([C:36](=[O:37])[OH:38])[n:34][cH:35]2)[S:40](=[O:41])(=[O:42])[c:43]2[cH:44][cH:45][c:46]([F:49])[cH:47][cH:48]2)[cH:24][c:25]([F:28])[cH:26][cH:27]1.[H:19][H:20].[Pd:73].[c:1]1([CH:2]([c:3]2[cH:4][cH:5][cH:6][cH:7][cH:13]2)[N:8]2[CH2:9][CH:10]([OH:12])[CH2:11]2)[cH:14][cH:15][cH:16][cH:17][cH:18]1>>[N:8]1([C:36]([c:33]2[cH:32][c:31]([CH3:39])[c:30]([CH:29]([c:23]3[c:22]([F:21])[cH:27][cH:26][c:25]([F:28])[cH:24]3)[S:40](=[O:41])(=[O:42])[c:43]3[cH:44][cH:45][c:46]([F:49])[cH:47][cH:48]3)[cH:35][n:34]2)=[O:38])[CH2:9][CH:10]([OH:12])[CH2:11]1.